Dataset: the Open Reaction Database (ORD), a public repository of structured organic reaction records. Task: describe an organic reaction: reactants, conditions, products, and yield The reactants are CC1(CNCC1)N1CCC(CC1)N1C(N[C@@H]2[C@@H]1CCCC2)=O ((3aS,7aS)-1-[1-(3-methylpyrrolidin-3-yl)-4-piperidyl]-3a,4,5,6,7,7a-hexahydro-3H-benzoimidazol-2-one), C([O-])([O-])=O.[K+].[K+] (potassium carbonate), ClC(=O)OCCF (2-fluoroethyl chloroformate). Yields the product O=C1N[C@@H]2[C@@H](N1C1CCN(CC1)C1(CN(CC1)C(=O)OCCF)C)CCCC2 (2-fluoroethyl 3-[4-[(3aS,7aS)-2-oxo-3a,4,5,6,7,7a-hexahydro-3H-benzoimidazol-1-yl]-1-piperidyl]-3-methyl-pyrrolidine-1-carboxylate). The solvent is O (water). Conditions: time 30 minute. Procedure: A solution of (3aS,7aS)-1-[1-(3-methylpyrrolidin-3-yl)-4-piperidyl]-3a,4,5,6,7,7a-hexahydro-3H-benzoimidazol-2-one (1 mmol) in water (10 mL) was added with potassium carbonate (4.0 equiv.) followed by 2-fluoroethyl chloroformate (1.2 equiv.) at room temperature and stirred at rt for 30 minutes. Extracted in ethyl acetate (2×10 mL), the combined organic layers were washed with brine, dried over anhydrous sodium sulfate and concentrated in vacuo. The crude product was purified by flash chromatogra... RXN SMILES: [CH3:1][C:2]1([N:7]2[CH2:12][CH2:11][CH:10]([N:13]3[C@H:17]4[CH2:18][CH2:19][CH2:20][CH2:21][C@@H:16]4[NH:15][C:14]3=[O:22])[CH2:9][CH2:8]2)[CH2:6][CH2:5][NH:4][CH2:3]1.C(=O)([O-])[O-].[K+].[K+].Cl[C:30]([O:32][CH2:33][CH2:34][F:35])=[O:31]>O>[O:22]=[C:14]1[N:13]([CH:10]2[CH2:11][CH2:12][N:7]([C:2]3([CH3:1])[CH2:6][CH2:5][N:4]([C:30]([O:32][CH2:33][CH2:34][F:35])=[O:31])[CH2:3]3)[CH2:8][CH2:9]2)[C@H:17]2[CH2:18][CH2:19][CH2:20][CH2:21][C@@H:16]2[NH:15]1 |f:1.2.3|. Starting materials: I(=O)(=O)(=O)[O-].[Na+] (sodium periodate), solution, FC(F)(F)SC1=CC=C(OC2CCN(CC2)C(=O)OC(C)(C)C)C=C1 (t-butyl 4-(4-trifluoromethylsulfanyl-phenoxy)piperidine-1-carboxylate), C([O-])(O)=O.[Na+] (sodium bicarbonate), O (Water). The reagents and catalysts are O.[Ru](Cl)(Cl)Cl (ruthenium (III) chloride hydrate). Yields the product FC(S(=O)(=O)C1=CC=C(OC2CCN(CC2)C(=O)OC(C)(C)C)C=C1)(F)F (t-butyl 4-(4-trifluoromethylsulfonylphenoxy)piperidine-1-carboxylate). As a reaction SMILES: I([O-])(=O)(=O)=O.[Na+].[F:7][C:8]([S:11][C:12]1[CH:31]=[CH:30][C:15]([O:16][CH:17]2[CH2:22][CH2:21][N:20]([C:23]([O:25][C:26]([CH3:29])([CH3:28])[CH3:27])=[O:24])[CH2:19][CH2:18]2)=[CH:14][CH:13]=1)([F:10])[F:9].C(=O)(O)[O-:33].[Na+].[OH2:37]>O.[Ru](Cl)(Cl)Cl>[F:9][C:8]([F:7])([F:10])[S:11]([C:12]1[CH:31]=[CH:30][C:15]([O:16][CH:17]2[CH2:18][CH2:19][N:20]([C:23]([O:25][C:26]([CH3:28])([CH3:27])[CH3:29])=[O:24])[CH2:21][CH2:22]2)=[CH:14][CH:13]=1)(=[O:33])=[O:37] |f:0.1,3.4,6.7|. Procedure: 2.55 g sodium periodate and 0.4 mg ruthenium (III) chloride hydrate were added to 60 mL solution mixture (carbon tetrachloride/acetonitrile/water=1:1:2) of 1.5 g t-butyl 4-(4-trifluoromethylsulfanyl-phenoxy)piperidine-1-carboxylate (compound in Production Example 454) with stirring under ice-cooling, and the mixture was stirred at room temperature for 1 hour. Water and a sodium bicarbonate solution were added thereto, and the reaction solution was extracted with ethyl acetate, dried over sodium ... Reactants: ice, FC1=C([C@@H]2CO2)C(=C(C(=C1F)F)F)F ((R)-(+)-2,3,4,5,6-pentafluorostyrene oxide), cupric bromide, [Br-].[Li+] (lithium bromide), Li2CuBr4, P(=O)([O-])([O-])[O-] (phosphate). Run in O1CCCC1 (tetrahydrofuran), O1CCCC1 (tetrahydrofuran). Conditions: time 1 hour. Yields the product BrC[C@H](O)C1=C(C(=C(C(=C1F)F)F)F)F ((R)-(-)-2-bromo-1-(pentafluorophenyl)ethanol). The yield is 81.9%. As a reaction SMILES: [F:1][C:2]1[C:10]([F:11])=[C:9]([F:12])[C:8]([F:13])=[C:7]([F:14])[C:3]=1[C@H:4]1[O:6][CH2:5]1.[Br-:15].[Li+].P([O-])([O-])([O-])=O>O1CCCC1>[Br:15][CH2:5][C@@H:4]([C:3]1[C:2]([F:1])=[C:10]([F:11])[C:9]([F:12])=[C:8]([F:13])[C:7]=1[F:14])[OH:6] |f:1.2|. Procedure: To an ice-cooled solution of 10.51 g of (R)-(+)-2,3,4,5,6-pentafluorostyrene oxide in 100 ml of tetrahydrofuran, was added dropwise a solution of Li2CuBr4, which was prepared by adding 16.75 g of cupric bromide to a suspension of 13.03 g of lithium bromide suspended in 150 ml of tetrahydrofuran. After completion of addition, the solution was stirred for one hour in an ice bath, and for another two hours at room temperature. The resulted reaction mixture was poured into a 0.05 mol phosphate buffe...